This data is from the Open Reaction Database (ORD), a public repository of structured organic reaction records. The task is: describe an organic reaction: reactants, conditions, products, and yield Starting materials: NC1=NOC2=C1C=CC(=C2)OCOC (3-amino-6-methoxymethoxy-1,2-benzisoxazole), [H-].[Na+] (sodium hydride), CO.C(Cl)Cl (MeOH CH2Cl2), ClCCN1CCSCC1 (4-(2-chloroethyl)thiomorpholine). Solvent: CN(C=O)C (N,N-dimethylformamide), CCOC(=O)C (EtOAc), CN(C=O)C (DMF). Reaction conditions: time 1 hour. The product is COCOC1=CC2=C(C(=NO2)NCCN2CCSCC2)C=C1 (6-Methoxymethoxy-N-[2-(4-thiomorpholinyl)ethyl]-1,2-benzisoxazol-3-amine). Isolated yield 30.0%. As a reaction SMILES: [NH2:1][C:2]1[C:6]2[CH:7]=[CH:8][C:9]([O:11][CH2:12][O:13][CH3:14])=[CH:10][C:5]=2[O:4][N:3]=1.[H-].[Na+].Cl[CH2:18][CH2:19][N:20]1[CH2:25][CH2:24][S:23][CH2:22][CH2:21]1.CO.C(Cl)Cl>CN(C)C=O.CCOC(C)=O>[CH3:14][O:13][CH2:12][O:11][C:9]1[CH:8]=[CH:7][C:6]2[C:2]([NH:1][CH2:18][CH2:19][N:20]3[CH2:25][CH2:24][S:23][CH2:22][CH2:21]3)=[N:3][O:4][C:5]=2[CH:10]=1 |f:1.2,4.5|. Procedure: To a solution of 3-amino-6-methoxymethoxy-1,2-benzisoxazole (4.0 g) in N,N-dimethylformamide (DMF) (50 ml) was added sodium hydride (0.74 g) under nitrogen. The reaction was stirred one hour at ambient temperature. A solution of 4-(2-chloroethyl)thiomorpholine (3.6 g) in DMF (25 ml) was added to the reaction and heated to 125° C. for three hours. TLC (5% MeOH/CH2Cl2) revealed the absence of starting material. The reaction was diluted with EtOAc (1 l), washed with brine (4×500 ml), dried (MgSO4),... The reactants are Clc1ccnc(Cl)n1, Nc1c(Cl)ccc2c1OCO2, [H-], [Na+]. RXN SMILES: [Cl:14][c:15]1[n:16][cH:17][cH:18][c:19]([Cl:21])[n:20]1.[Cl:3][c:4]1[c:5]([NH2:13])[c:6]2[c:7]([cH:11][cH:12]1)[O:8][CH2:9][O:10]2.[H-:1].[Na+:2]>>[Cl:3][c:4]1[c:5]([NH:13][c:19]2[cH:18][cH:17][n:16][c:15]([Cl:14])[n:20]2)[c:6]2[c:7]([cH:11][cH:12]1)[O:8][CH2:9][O:10]2. Yields the product Clc1nccc(Nc2c(Cl)ccc3c2OCO3)n1. Reactants: N1C=NC2=C1C=CC=C2 (1H-benzo[d]imidazole), N1=CC=CC=C1 (pyridine), CN(C(=O)Cl)C1=CC=CC=C1 (methyl(phenyl)carbamic chloride). The solvent is O1CCCC1 (tetrahydrofuran). Conditions: temperature 80 celsius. Product: CN(C(=O)N1C=NC2=C1C=CC=C2)C2=CC=CC=C2 (N-methyl-N-phenyl-1H-benzo[d]imidazole-1-carboxamide). RXN SMILES: [NH:1]1[C:5]2[CH:6]=[CH:7][CH:8]=[CH:9][C:4]=2[N:3]=[CH:2]1.N1C=CC=CC=1.[CH3:16][N:17]([C:21]1[CH:26]=[CH:25][CH:24]=[CH:23][CH:22]=1)[C:18](Cl)=[O:19]>O1CCCC1>[CH3:16][N:17]([C:21]1[CH:26]=[CH:25][CH:24]=[CH:23][CH:22]=1)[C:18]([N:1]1[C:5]2[CH:6]=[CH:7][CH:8]=[CH:9][C:4]=2[N:3]=[CH:2]1)=[O:19]. Reported procedure: To a stirred solution of 1H-benzo[d]imidazole (354 mg, 3 mmol) in tetrahydrofuran (15 ml) was added pyridine (0.367 ml, 4.50 mmol) followed by addition of methyl(phenyl)carbamic chloride (534 mg, 3.15 mmol). The reaction was heated to 80° C. for 20 hours. THF was removed by vacuum, the residue was partitioned between DCM and water. The organic phase was dried over MgSO4 and filtered. After evaporation the crude product was chromatographed in petroleum ether:EtOAc=2:1. Reactants: N#Cc1ccc(Br)cn1, CC(C)(C)[O-], Cc1ccccc1, [Fe+2], CC(C)(C)OC(=O)N1CCNCC1, [Na+], c1ccc(P(c2ccccc2)[c-]2cccc2)cc1, c1ccc(P(c2ccccc2)[c-]2cccc2)cc1. Product: CC(C)(C)OC(=O)N1CCN(c2ccc(C#N)nc2)CC1. As a reaction SMILES: [Br:1][c:2]1[cH:3][cH:4][c:5]([C:8]#[N:9])[n:6][cH:7]1.[CH3:23][C:24]([CH3:25])([O-:26])[CH3:27].[CH3:29][c:30]1[cH:31][cH:32][cH:33][cH:34][cH:35]1.[Fe+2:72].[N:10]1([C:16](=[O:17])[O:18][C:19]([CH3:20])([CH3:21])[CH3:22])[CH2:11][CH2:12][NH:13][CH2:14][CH2:15]1.[Na+:28].[cH:36]1[cH:37][cH:38][c:39]([P:40]([c:41]2[cH:42][cH:43][cH:44][cH:45][cH:46]2)[c-:47]2[cH:48][cH:49][cH:50][cH:51]2)[cH:52][cH:53]1.[cH:54]1[cH:55][cH:56][c:57]([P:58]([c:59]2[cH:60][cH:61][cH:62][cH:63][cH:64]2)[c-:65]2[cH:66][cH:67][cH:68][cH:69]2)[cH:70][cH:71]1>>[c:2]1([N:13]2[CH2:12][CH2:11][N:10]([C:16](=[O:17])[O:18][C:19]([CH3:20])([CH3:21])[CH3:22])[CH2:15][CH2:14]2)[cH:3][cH:4][c:5]([C:8]#[N:9])[n:6][cH:7]1. Starting materials: [Li]C(C)(C)C, CCC(C=O)NC(c1ccccc1)(c1ccccc1)c1ccccc1, [Cl-], [NH4+]. Yields the product CCC(NC(c1ccccc1)(c1ccccc1)c1ccccc1)C(O)C(C)(C)C. As a reaction SMILES: [C:1]([CH3:2])([CH3:3])([CH3:4])[Li:5].[C:6]([c:7]1[cH:8][cH:9][cH:10][cH:11][cH:12]1)([c:13]1[cH:14][cH:15][cH:16][cH:17][cH:18]1)([c:19]1[cH:20][cH:21][cH:22][cH:23][cH:24]1)[NH:25][CH:26]([CH:27]=[O:28])[CH2:29][CH3:30].[Cl-:31].[NH4+:32]>>[C:1]([CH3:2])([CH3:3])([CH3:4])[CH:27]([CH:26]([NH:25][C:6]([c:7]1[cH:8][cH:9][cH:10][cH:11][cH:12]1)([c:13]1[cH:14][cH:15][cH:16][cH:17][cH:18]1)[c:19]1[cH:20][cH:21][cH:22][cH:23][cH:24]1)[CH2:29][CH3:30])[OH:28]. Starting materials: ClC1=NC(=CC(=N1)Cl)Cl (2,4,6-trichloropyrimidine), C1(=CC=CC=C1)B(O)O (phenylboronic acid). The product is ClC1=NC(=CC(=N1)Cl)C1=CC=CC=C1 (2,4-dichloro-6-phenylpyrimidine). RXN SMILES: [Cl:1][C:2]1[N:7]=[C:6]([Cl:8])[CH:5]=[C:4](Cl)[N:3]=1.[C:10]1(B(O)O)[CH:15]=[CH:14][CH:13]=[CH:12][CH:11]=1>>[Cl:1][C:2]1[N:7]=[C:6]([Cl:8])[CH:5]=[C:4]([C:10]2[CH:15]=[CH:14][CH:13]=[CH:12][CH:11]=2)[N:3]=1. Reported procedure: As shown in Scheme 17, reaction of 2,4,6-trichloropyrimidine (8) with phenylboronic acid occurred at position 6 of the pyrimidine ring to give 2,4-dichloro-6-phenylpyrimidine (39) as the only isolated product. This is in contrast to the amine displacement reactions of Schemes 3 and 16, which occurred largely at the 4 position. Subsequent reaction with bridged C5-C9heterobicycle compound 2 occurred as expected at position 4.